This data is from the Open Reaction Database (ORD), a public repository of structured organic reaction records. The task is: describe an organic reaction: reactants, conditions, products, and yield The reactants are NN1C(C2=CC=CC=C2C(=N1)C(F)(F)F)=O (2-amino-4-(trifluoromethyl)phthalazin-1(2H)-one), S1C(=CC=C1)CC(=O)Cl (2-(thiophen-2-yl)acetyl chloride). Product: O=C1N(N=C(C2=CC=CC=C12)C(F)(F)F)NC(CC=1SC=CC1)=O (N-[1-oxo-4-(trifluoromethyl)phthalazin-2(1H)-yl]-2-(2-thienyl)acetamide). As a reaction SMILES: [NH2:1][N:2]1[N:11]=[C:10]([C:12]([F:15])([F:14])[F:13])[C:9]2[C:4](=[CH:5][CH:6]=[CH:7][CH:8]=2)[C:3]1=[O:16].[S:17]1[CH:21]=[CH:20][CH:19]=[C:18]1[CH2:22][C:23](Cl)=[O:24]>>[O:16]=[C:3]1[C:4]2[C:9](=[CH:8][CH:7]=[CH:6][CH:5]=2)[C:10]([C:12]([F:15])([F:13])[F:14])=[N:11][N:2]1[NH:1][C:23](=[O:24])[CH2:22][C:18]1[S:17][CH:21]=[CH:20][CH:19]=1. Procedure details: The product of Example 11B and 2-(thiophen-2-yl)acetyl chloride were treated using a method similar to that described in Example 53 to give the title compound. 1H NMR (300 MHz, DMSO-d6) δ ppm 11.88-11.97 (m, 1H), 8.41-8.48 (m, 1H), 8.13 (td, J=7.7, 1.6 Hz, 1H), 8.00-8.09 (m, 2H), 7.43 (dd, J=5.1, 1.3 Hz, 1H), 7.04-7.08 (m, 1H), 7.01 (dd, J=5.1, 3.5 Hz, 1H), 3.96 (d, J=0.9 Hz, 2H); MS (ESI−) M/Z 352 (M−H)−.